From a dataset of the Open Reaction Database (ORD), a public repository of structured organic reaction records. describe an organic reaction: reactants, conditions, products, and yield Starting materials: O=C1CCC(=O)N1Br, O=C(OO)c1ccccc1, Cc1ccccc1, COC(=O)c1cccc2nc(-c3cccc(C)c3)oc12. Product: COC(=O)c1cccc2nc(-c3cccc(CBr)c3)oc12. As a reaction SMILES: [Br:21][N:22]1[C:23](=[O:24])[CH2:25][CH2:26][C:27]1=[O:28].[C:29]([O:30][OH:31])(=[O:32])[c:33]1[cH:34][cH:35][cH:36][cH:37][cH:38]1.[CH3:39][c:40]1[cH:41][cH:42][cH:43][cH:44][cH:45]1.[c:1]1([CH3:20])[cH:2][c:3](-[c:7]2[o:8][c:9]3[c:10]([n:11]2)[cH:12][cH:13][cH:14][c:15]3[C:16](=[O:17])[O:18][CH3:19])[cH:4][cH:5][cH:6]1>>[c:1]1([CH2:20][Br:21])[cH:2][c:3](-[c:7]2[o:8][c:9]3[c:10]([n:11]2)[cH:12][cH:13][cH:14][c:15]3[C:16](=[O:17])[O:18][CH3:19])[cH:4][cH:5][cH:6]1. Starting materials: [BH4-], COc1ccc(CC(C)=O)cc1NC(C)=O, CO, [Na+], O. Product: COc1ccc(CC(C)O)cc1NC(C)=O. Reaction SMILES: [BH4-:17].[C:1]([CH3:2])(=[O:3])[NH:4][c:5]1[cH:6][c:7]([CH2:13][C:14]([CH3:15])=[O:16])[cH:8][cH:9][c:10]1[O:11][CH3:12].[CH3:20][OH:21].[Na+:18].[OH2:19]>>[C:1]([CH3:2])(=[O:3])[NH:4][c:5]1[cH:6][c:7]([CH2:13][CH:14]([CH3:15])[OH:16])[cH:8][cH:9][c:10]1[O:11][CH3:12]. Reactants: OC1=CC(OC(=C1)C)=O (4-Hydroxy-6-methyl-2-pyrone), CC1=CC=C(C=N1)C(C)N (1-(6-Methyl-pyridin-3-yl)-ethylamine). Solvent: O (water). Yields the product OC1=CC(N(C(=C1)C)C(C)C=1C=NC(=CC1)C)=O (4-Hydroxy-6-methyl-1-[1-(6-methyl-pyridin-3-yl)-ethyl]-1H-pyridin-2-one). The yield is 17.5%. As a reaction SMILES: [OH:1][C:2]1[CH:7]=[C:6]([CH3:8])O[C:4](=[O:9])[CH:3]=1.[CH3:10][C:11]1[N:16]=[CH:15][C:14]([CH:17]([NH2:19])[CH3:18])=[CH:13][CH:12]=1>O>[OH:1][C:2]1[CH:7]=[C:6]([CH3:8])[N:19]([CH:17]([C:14]2[CH:15]=[N:16][C:11]([CH3:10])=[CH:12][CH:13]=2)[CH3:18])[C:4](=[O:9])[CH:3]=1. Reported procedure: A stirred mixture of 4-Hydroxy-6-methyl-2-pyrone (1.394 g, 11.1 mmol) and 1-(6-Methyl-pyridin-3-yl)-ethylamine (1.806 g, 13.3 mmol) in water (18 ml) was boiled under reflux for 65 h. The mixture was cooled to ambient temperature and the supernatant liquid was decanted off to leave a dark semi-solid residue. This was triturated with ethyl acetate to give 4-Hydroxy-6-methyl-1-[1-(6-methyl-pyridin-3-yl)-ethyl]-1H-pyridin-2-one as a grey solid (475 mg) which was used in the next step without further... Starting materials: COCc1nc(C(=O)O)c(OCc2ccccc2)c2ccccc12, NCC(=O)OCc1ccccc1, ClCCl, Cl. Product: COCc1nc(C(=O)NCC(=O)OCc2ccccc2)c(OCc2ccccc2)c2ccccc12. RXN SMILES: [CH2:1]([c:2]1[cH:3][cH:4][cH:5][cH:6][cH:7]1)[O:8][c:9]1[c:10]([C:22](=[O:23])[OH:24])[n:11][c:12]([CH2:19][O:20][CH3:21])[c:13]2[cH:14][cH:15][cH:16][cH:17][c:18]12.[CH2:26]([c:27]1[cH:28][cH:29][cH:30][cH:31][cH:32]1)[O:33][C:34]([CH2:35][NH2:36])=[O:37].[Cl:38][CH2:39][Cl:40].[ClH:25]>>[CH2:1]([c:2]1[cH:3][cH:4][cH:5][cH:6][cH:7]1)[O:8][c:9]1[c:10]([C:22](=[O:23])[NH:36][CH2:35][C:34]([O:33][CH2:26][c:27]2[cH:28][cH:29][cH:30][cH:31][cH:32]2)=[O:37])[n:11][c:12]([CH2:19][O:20][CH3:21])[c:13]2[cH:14][cH:15][cH:16][cH:17][c:18]12. Starting materials: BrCCOCCBr, COc1ccc(CC#N)cc1Br, CC(C)(C)[O-], CN1CCCC1=O, [Na+]. Yields the product COc1ccc(C2(C#N)CCOCC2)cc1Br. RXN SMILES: [Br:19][CH2:20][CH2:21][O:22][CH2:23][CH2:24][Br:25].[Br:7][c:8]1[cH:9][c:10]([CH2:16][C:17]#[N:18])[cH:11][cH:12][c:13]1[O:14][CH3:15].[CH3:1][C:2]([CH3:3])([O-:4])[CH3:5].[CH3:26][N:27]1[CH2:28][CH2:29][CH2:30][C:31]1=[O:32].[Na+:6]>>[Br:7][c:8]1[cH:9][c:10]([C:16]2([C:17]#[N:18])[CH2:20][CH2:21][O:22][CH2:23][CH2:24]2)[cH:11][cH:12][c:13]1[O:14][CH3:15].